Dataset: the Open Reaction Database (ORD), a public repository of structured organic reaction records. Task: describe an organic reaction: reactants, conditions, products, and yield Starting materials: BrC=1C=C2C(=C(C=NC2=CC1)C(=O)C1CC1)Cl ((6-bromo-4-chloroquinolin-3-yl)(cyclopropyl)methanone), CN(CC1CCNCC1)C (N,N-dimethyl-1-(piperidin-4-yl)methanamine). The product is BrC=1C=C2C(=C(C=NC2=CC1)C(=O)C1CC1)N1CCC(CC1)CN(C)C ((6-Bromo-4-{4-[(dimethylamino)methyl]piperidin-1-yl}quinolin-3-yl)(cyclopropyl)methanone). Isolated yield 56.5%. RXN SMILES: [Br:1][C:2]1[CH:3]=[C:4]2[C:9](=[CH:10][CH:11]=1)[N:8]=[CH:7][C:6]([C:12]([CH:14]1[CH2:16][CH2:15]1)=[O:13])=[C:5]2Cl.[CH3:18][N:19]([CH3:27])[CH2:20][CH:21]1[CH2:26][CH2:25][NH:24][CH2:23][CH2:22]1>>[Br:1][C:2]1[CH:3]=[C:4]2[C:9](=[CH:10][CH:11]=1)[N:8]=[CH:7][C:6]([C:12]([CH:14]1[CH2:16][CH2:15]1)=[O:13])=[C:5]2[N:24]1[CH2:25][CH2:26][CH:21]([CH2:20][N:19]([CH3:27])[CH3:18])[CH2:22][CH2:23]1. Procedure details: Following general procedure B, (6-bromo-4-chloroquinolin-3-yl)(cyclopropyl)methanone (211 mg, 0.680 mmol) was reacted with N,N-dimethyl-1-(piperidin-4-yl)methanamine (97 mg, 0.680 mmol) to afford the desired product (160 mg, 46%) as a yellow glass: ESI MS m/z 417 [C21H26BrN3O+H]+. The reactants are NC1CSC2=C(C1)C=C(C=C2)OC (3-amino-6-methoxy-3,4-dihydro-2H-1-benzothiopyran), NC1COC2=CC=C(C=C2C1)OC (3-amino-6-methoxychroman), NC1CSC2=C(C1)C(=CC=C2)OC (3-amino-5-methoxy-3,4-dihydro-2H-1-benzothiopyran), NC1COC2=C(C=CC=C2C1)OC (3-amino-8-methoxychroman), NC1COC2=CC(=CC=C2C1)OC (3-amino-7-methoxychroman), NC1COC2=C(C=CC=C2C1)OC (3-amino-8-methoxychroman), NC1COC2=CC(=CC=C2C1)OC (3-amino-7-methoxychroman). The product is C(CC)N(C1OC2=CC=CC(=C2CC1)OC)CCNC(C(C)C)=O (N-{2-[N-n-propyl-N-(5-methoxychromanyl)amino]ethyl}isobutyramide). RXN SMILES: N[CH:2]1[CH2:11][C:10]2[C:5](=[CH:6][CH:7]=[C:8](OC)[CH:9]=2)[O:4][CH2:3]1.NC1[CH2:24][C:23]2[C:18](=CC(OC)=C[CH:22]=2)[O:17]C1.[NH2:27][CH:28]1[CH2:37][C:36]2C(=C(OC)C=CC=2)OC1.[NH2:40][CH:41]1CC2C(OC)=CC=CC=2S[CH2:42]1.NC1CC2C=[C:61]([O:64]C)C=CC=2SC1>>[CH2:28]([N:27]([CH2:42][CH2:41][NH:40][C:18](=[O:17])[CH:23]([CH3:22])[CH3:24])[CH:3]1[CH2:2][CH2:11][C:10]2[C:5](=[CH:6][CH:7]=[CH:8][C:9]=2[O:64][CH3:61])[O:4]1)[CH2:37][CH3:36]. Procedure: By replacing 3-amino-5-methoxychroman in the above examples by 3-amino-6-methoxychroman, 3-amino-7-methoxychroman or 3-amino-8-methoxychroman, respectively, or by replacing 3-amino-5-methoxy-3,4-dihydro-2H-1-benzothiopyran by 3-amino-6-methoxy-3,4-dihydro-2H-1-benzothiopyran, by 3-amino-7-methoxychroman or 3-amino-8-methoxychroman, the isomers of Examples Nos. 1 to 56 methoxylated at 6-, 7- or 8-position, respectively, are obtained. Reactants: O=C([O-])O, CC1(C)COC(=S)N(Cc2ccccc2NS(=O)(=O)C(F)(F)F)C1, CC#N, COC(=O)Cl, [Na+], O. Yields the product COC(=O)N(c1ccccc1CN1CC(C)(C)COC1=S)S(=O)(=O)C(F)(F)F. As a reaction SMILES: [C:25](=[O:26])([O-:27])[OH:28].[CH3:1][C:2]1([CH3:24])[CH2:3][N:4]([CH2:9][c:10]2[c:11]([NH:16][S:17](=[O:18])(=[O:19])[C:20]([F:21])([F:22])[F:23])[cH:12][cH:13][cH:14][cH:15]2)[C:5](=[S:8])[O:6][CH2:7]1.[CH3:36][C:37]#[N:38].[Cl:30][C:31](=[O:32])[O:33][CH3:34].[Na+:29].[OH2:35]>>[CH3:1][C:2]1([CH3:24])[CH2:3][N:4]([CH2:9][c:10]2[c:11]([N:16]([S:17](=[O:18])(=[O:19])[C:20]([F:21])([F:22])[F:23])[C:31](=[O:32])[O:33][CH3:34])[cH:12][cH:13][cH:14][cH:15]2)[C:5](=[S:8])[O:6][CH2:7]1. Reactants: N([C@@H](CC(N)=O)C(=O)NCC(=O)N[C@@H](C)C(=O)N[C@@H](CCC(OC(C)(C)C)=O)C(=O)N[C@@H](CC(OC(C)(C)C)=O)C(=O)N[C@@H](CCC(OC(C)(C)C)=O)C(=O)N[C@@H](COC(C)(C)C)C(=O)OC(C)(C)C)C(=O)OCC1=CC=CC=C1 (Z-Asn-Gly-Ala-Glu(OtBu)-Asp(OtBu)-Glu(OtBu)-Ser(tBu)-OtBu). Solvent: C(C)O (ethanol). The product is N[C@@H](CC(N)=O)C(=O)NCC(=O)N[C@@H](C)C(=O)N[C@@H](CCC(OC(C)(C)C)=O)C(=O)N[C@@H](CC(OC(C)(C)C)=O)C(=O)N[C@@H](CCC(OC(C)(C)C)=O)C(=O)N[C@@H](COC(C)(C)C)C(=O)OC(C)(C)C (H-Asn-Gly-Ala-Glu(OtBu)-Asp(OtBu)-Glu(OtBu)-Ser(tBu)-OtBu). As a reaction SMILES: [NH:1](C(OCC1C=CC=CC=1)=O)[C@H:2]([C:7]([NH:9][CH2:10][C:11]([NH:13][C@H:14]([C:16]([NH:18][C@H:19]([C:29]([NH:31][C@H:32]([C:41]([NH:43][C@H:44]([C:54]([NH:56][C@H:57]([C:64]([O:66][C:67]([CH3:70])([CH3:69])[CH3:68])=[O:65])[CH2:58][O:59][C:60]([CH3:63])([CH3:62])[CH3:61])=[O:55])[CH2:45][CH2:46][C:47](=[O:53])[O:48][C:49]([CH3:52])([CH3:51])[CH3:50])=[O:42])[CH2:33][C:34](=[O:40])[O:35][C:36]([CH3:39])([CH3:38])[CH3:37])=[O:30])[CH2:20][CH2:21][C:22](=[O:28])[O:23][C:24]([CH3:27])([CH3:26])[CH3:25])=[O:17])[CH3:15])=[O:12])=[O:8])[CH2:3][C:4](=[O:6])[NH2:5]>C(O)C>[NH2:1][C@H:2]([C:7]([NH:9][CH2:10][C:11]([NH:13][C@H:14]([C:16]([NH:18][C@H:19]([C:29]([NH:31][C@H:32]([C:41]([NH:43][C@H:44]([C:54]([NH:56][C@H:57]([C:64]([O:66][C:67]([CH3:68])([CH3:70])[CH3:69])=[O:65])[CH2:58][O:59][C:60]([CH3:63])([CH3:62])[CH3:61])=[O:55])[CH2:45][CH2:46][C:47](=[O:53])[O:48][C:49]([CH3:50])([CH3:51])[CH3:52])=[O:42])[CH2:33][C:34](=[O:40])[O:35][C:36]([CH3:39])([CH3:38])[CH3:37])=[O:30])[CH2:20][CH2:21][C:22](=[O:28])[O:23][C:24]([CH3:25])([CH3:26])[CH3:27])=[O:17])[CH3:15])=[O:12])=[O:8])[CH2:3][C:4](=[O:6])[NH2:5]. Procedure details: 6.47 g. (5.7 mmoles) of Z-25-31-OtBu are dissolved in a mixture of 220 ml. of ethanol and 20 ml. of DMF, and gaseous hydrogen is bubbled into the mixture for 1 hour in the presence of 1 g. of palladium-on-carbon. The catalyst is removed by filtration, the filtrate is evaporated to dryness, and the gelly residue is triturated with ether. The solid is filtered off and washed. 4.9 g. (86.2 %) of H-25-31 -OtBu are obtained. M.p.: 174°-176° C (under decomposition, Rf3 = 0.2. The reactants are N[C@]12[C@@H]([C@H]3CC[C@@H]4[C@]5(CC=C(C([C@@H]5CC[C@]4([C@@]3(CC1)C)C)(C)C)C1=CC=C(C(=O)OC)C=C1)C)[C@@H](CC2)C(=C)C (methyl 4-((1R,3aS,5aR,5bR,7aR,11aS,11bR,13aR,13bR)-3a-amino-5a,5b,8,8,11a-pentamethyl-1-(prop-1-en-2-yl)-2,3,3a,4,5,5a,5b,6,7,7a,8,11,11a,11b,12,13,13a,13b-octadecahydro-1H-cyclopenta[a]chrysen-9-yl)benzoate), CN(CCC(=O)N[C@]12[C@@H]([C@H]3CC[C@@H]4[C@]5(CC=C(C([C@@H]5CC[C@]4([C@@]3(CC1)C)C)(C)C)C1=CC=C(C(=O)O)C=C1)C)[C@@H](CC2)C(=C)C)C (4-((1R,3aS,5aR,5bR,7aR,11aS,11bR,13aR,13bR)-3a-(3-(dimethylamino)propanamido)-5a,5b,8,8,11a-pentamethyl-1-(prop-1-en-2-yl)-2,3,3a,4,5,5a,5b,6,7,7a,8,11,11a,11b,12,13,13a,13b-octadecahydro-1H-cyclopenta[a]chrysen-9-yl)benzoic acid), C(C)(C)(C)OC(=O)N1[C@@H](CC(C1)(F)F)C(=O)O ((S)-1-(tert-butoxycarbonyl)-4,4-difluoropyrrolidine-2-carboxylic acid). Yields the product C(C)(C)(C)OC(=O)N1[C@@H](CC(C1)(F)F)C(=O)N[C@]12[C@@H]([C@H]3CC[C@@H]4[C@]5(CC=C(C([C@@H]5CC[C@]4([C@@]3(CC1)C)C)(C)C)C1=CC=C(C(=O)O)C=C1)C)[C@@H](CC2)C(=C)C (4-((1R,3aS,5aR,5bR,7aR,11aS,11bR,13aR,13bR)-3a-((S)-1-(tert-butoxycarbonyl)-4,4-difluoropyrrolidine-2-carboxamido)-5a,5b,8,8,11a-pentamethyl-1-(prop-1-en-2-yl)-2,3,3a,4,5,5a,5b,6,7,7a,8,11,11a,11b,12,13,13a,13b-octadecahydro-1H-cyclopenta[a]chrysen-9-yl)benzoic acid). Isolated yield 29.0%. Reaction SMILES: [NH2:1][C@:2]12[CH2:37][CH2:36][C@@H:35]([C:38]([CH3:40])=[CH2:39])[C@@H:3]1[C@@H:4]1[C@@:17]([CH3:20])([CH2:18][CH2:19]2)[C@@:16]2([CH3:21])[C@@H:7]([C@:8]3([CH3:34])[C@@H:13]([CH2:14][CH2:15]2)[C:12]([CH3:23])([CH3:22])[C:11]([C:24]2[CH:33]=[CH:32][C:27]([C:28]([O:30]C)=[O:29])=[CH:26][CH:25]=2)=[CH:10][CH2:9]3)[CH2:6][CH2:5]1.CN(C)CCC(N[C@]12CC[C@@H](C(C)=C)[C@@H]1[C@@H]1[C@@](C)(CC2)[C@@]2(C)[C@@H]([C@]3(C)[C@@H](CC2)C(C)(C)C(C2C=CC(C(O)=O)=CC=2)=CC3)CC1)=O.[C:87]([O:91][C:92]([N:94]1[CH2:98][C:97]([F:100])([F:99])[CH2:96][C@H:95]1[C:101]([OH:103])=O)=[O:93])([CH3:90])([CH3:89])[CH3:88]>>[C:87]([O:91][C:92]([N:94]1[CH2:98][C:97]([F:99])([F:100])[CH2:96][C@H:95]1[C:101]([NH:1][C@:2]12[CH2:37][CH2:36][C@@H:35]([C:38]([CH3:40])=[CH2:39])[C@@H:3]1[C@@H:4]1[C@@:17]([CH3:20])([CH2:18][CH2:19]2)[C@@:16]2([CH3:21])[C@@H:7]([C@:8]3([CH3:34])[C@@H:13]([CH2:14][CH2:15]2)[C:12]([CH3:23])([CH3:22])[C:11]([C:24]2[CH:25]=[CH:26][C:27]([C:28]([OH:30])=[O:29])=[CH:32][CH:33]=2)=[CH:10][CH2:9]3)[CH2:6][CH2:5]1)=[O:103])=[O:93])([CH3:88])([CH3:89])[CH3:90]. Procedure details: The title compound was prepared in 29% yield from methyl 4-((1R,3aS,5aR,5bR,7aR,11aS,11bR,13aR,13bR)-3a-amino-5a,5b,8,8,11a-pentamethyl-1-(prop-1-en-2-yl)-2,3,3a,4,5,5a,5b,6,7,7a,8,11,11a,11b,12,13,13a,13b-octadecahydro-1H-cyclopenta[a]chrysen-9-yl)benzoate following the same procedure as described for the preparation of 4-((1R,3aS,5aR,5bR,7aR,11aS,11bR,13aR,13bR)-3a-(3-(dimethylamino)propanamido)-5a,5b,8,8,11a-pentamethyl-1-(prop-1-en-2-yl)-2,3,3a,4,5,5a,5b,6,7,7a,8,11,11a,11b,12,13,13a,13b-oct...